describe an organic reaction: reactants, conditions, products, and yield From a dataset of the Open Reaction Database (ORD), a public repository of structured organic reaction records. The reactants are CC#N, Cn1ccc2c1C(=O)CCN(CCCCl)S2(=O)=O, Cl, O=C(c1ccc(F)cc1)C1CCNCC1, [I-], [Na+], [Na+], O=C([O-])O. The product is Cn1ccc2c1C(=O)CCN(CCCN1CCC(C(=O)c3ccc(F)cc3)CC1)S2(=O)=O. As a reaction SMILES: [CH3:42][C:43]#[N:44].[Cl:1][CH2:2][CH2:3][CH2:4][N:5]1[S:6](=[O:17])(=[O:18])[c:7]2[c:8]([n:13]([CH3:16])[cH:14][cH:15]2)[C:9](=[O:12])[CH2:10][CH2:11]1.[ClH:19].[F:20][c:21]1[cH:22][cH:23][c:24]([C:25](=[O:26])[CH:27]2[CH2:28][CH2:29][NH:30][CH2:31][CH2:32]2)[cH:33][cH:34]1.[I-:41].[Na+:35].[Na+:40].[OH:36][C:37](=[O:38])[O-:39]>>[CH2:2]([CH2:3][CH2:4][N:5]1[S:6](=[O:17])(=[O:18])[c:7]2[c:8]([n:13]([CH3:16])[cH:14][cH:15]2)[C:9](=[O:12])[CH2:10][CH2:11]1)[N:30]1[CH2:29][CH2:28][CH:27]([C:25]([c:24]2[cH:23][cH:22][c:21]([F:20])[cH:34][cH:33]2)=[O:26])[CH2:32][CH2:31]1. Reactants: CCO, Cl, O=Cc1cccc([N+](=O)[O-])c1, NO, O. Product: O=[N+]([O-])c1cccc(C=NO)c1. Reaction SMILES: [CH3:12][CH2:13][OH:14].[ClH:17].[N+:1](=[O:2])([O-:3])[c:4]1[cH:5][c:6]([CH:7]=[O:8])[cH:9][cH:10][cH:11]1.[NH2:15][OH:16].[OH2:18]>>[N+:1](=[O:2])([O-:3])[c:4]1[cH:5][c:6]([CH:7]=[N:15][OH:16])[cH:9][cH:10][cH:11]1. Starting materials: Ice water, OCCNC(OC(C)(C)C)=O (tert-butyl 2-hydroxyethylcarbamate), [OH-].[Na+] (sodium hydroxide), C(C1=CC=CC=C1)Br (Benzyl bromide). The reagents and catalysts are [Cl-].C(C1=CC=CC=C1)[N+](C)(C)C (Benzyltrimethylammonium chloride). The solvent is ClCCl (dichloromethane). Reaction conditions: time 3 hour. The product is C(C1=CC=CC=C1)OCCNC(OC(C)(C)C)=O (tert-butyl 2-(benzyloxy)ethylcarbamate). Yield: 94.8%. RXN SMILES: [OH:1][CH2:2][CH2:3][NH:4][C:5](=[O:11])[O:6][C:7]([CH3:10])([CH3:9])[CH3:8].[OH-].[Na+].[CH2:14](Br)[C:15]1[CH:20]=[CH:19][CH:18]=[CH:17][CH:16]=1>[Cl-].C([N+](C)(C)C)C1C=CC=CC=1.ClCCl>[CH2:14]([O:1][CH2:2][CH2:3][NH:4][C:5](=[O:11])[O:6][C:7]([CH3:8])([CH3:10])[CH3:9])[C:15]1[CH:20]=[CH:19][CH:18]=[CH:17][CH:16]=1 |f:1.2,4.5|. Reported procedure: Benzyltrimethylammonium chloride (4.61 g, 24.8 mmol) was added to a mixture of tert-butyl 2-hydroxyethylcarbamate (40.0 g, 248 mmol), dichloromethane (600 mL), and 50% aqueous sodium hydroxide (400 mL). Benzyl bromide (29.5 mL, 248 mmol) was then added, and the reaction was stirred for three hours. Ice water was added (1 L), and the aqueous solution was extracted with chloroform (5×). The combined organic solutions were washed with water (2×) and brine (3×), dried over magnesium sulfate, filtere... Reactants: C(\C=C\C(=O)O)(=O)O (fumaric acid), C1(CCCCC1)NC([C@@H](C[C@@H]([C@H](CN1C(CN(C(C1)=O)C1=C(C=CC=C1)C)(C)C)N)O)C)=O ((2R,4S,5S)-5-amino-6-[2,2-dimethyl-4-(2-methylphenyl)-5-oxopiperazin-1-yl]-4-hydroxy-2-methylhexanoic acid cyclohexylamide), FC(C(=O)O)(F)F (trifluoroacetic acid), C(C)(C)(C)OC(N[C@H]([C@H](C[C@@H](C)C(NC1CCCCC1)=O)O)CN1C(CN(C(C1)=O)C1=C(C=CC=C1)C)(C)C)=O ({(1S,2S,4R)-4-(Cyclohexylcarbamoyl)-1-[2,2-dimethyl-4-(2-methylphenyl)-5-oxopiperazin-1-ylmethyl]-2-hydroxypentyl}carbamic acid t-butyl ester). The solvent is C(Cl)Cl (methylene chloride), CO (methanol). RXN SMILES: FC(F)(F)C(O)=O.C(OC(=O)[NH:14][C@@H:15]([CH2:30][N:31]1[CH2:36][C:35](=[O:37])[N:34]([C:38]2[CH:43]=[CH:42][CH:41]=[CH:40][C:39]=2[CH3:44])[CH2:33][C:32]1([CH3:46])[CH3:45])[C@@H:16]([OH:29])[CH2:17][C@H:18]([C:20](=[O:28])[NH:21][CH:22]1[CH2:27][CH2:26][CH2:25][CH2:24][CH2:23]1)[CH3:19])(C)(C)C.[C:48]([OH:55])(=[O:54])/[CH:49]=[CH:50]/[C:51]([OH:53])=[O:52].[CH:56]1([NH:62][C:63](=[O:88])[C@H:64]([CH3:87])[CH2:65][C@H:66]([OH:86])[C@@H:67]([NH2:85])[CH2:68][N:69]2[CH2:74][C:73](=[O:75])[N:72]([C:76]3[CH:81]=[CH:80][CH:79]=[CH:78][C:77]=3[CH3:82])[CH2:71][C:70]2([CH3:84])[CH3:83])[CH2:61][CH2:60][CH2:59][CH2:58][CH2:57]1>C(Cl)Cl.CO>[C:48]([OH:55])(=[O:54])/[CH:49]=[CH:50]/[C:51]([OH:53])=[O:52].[CH:22]1([NH:21][C:20](=[O:28])[C@H:18]([CH3:19])[CH2:17][C@H:16]([OH:29])[C@@H:15]([NH2:14])[CH2:30][N:31]2[CH2:36][C:35](=[O:37])[N:34]([C:38]3[CH:43]=[CH:42][CH:41]=[CH:40][C:39]=3[CH3:44])[CH2:33][C:32]2([CH3:45])[CH3:46])[CH2:23][CH2:24][CH2:25][CH2:26][CH2:27]1.[NH2:85][C@@H:67]([CH2:68][N:69]1[CH2:74][C:73](=[O:75])[N:72]([C:76]2[CH:81]=[CH:80][CH:79]=[CH:78][C:77]=2[CH3:82])[CH2:71][C:70]1([CH3:83])[CH3:84])[C@@H:66]([OH:86])[CH2:65][C@@H:64]([CH3:87])[C:63]([NH:62][CH:56]1[CH2:57][CH2:58][CH2:59][CH2:60][CH2:61]1)=[O:88] |f:6.7.8|. The yield is 96.1%. Reported procedure: 0.79 ml of trifluoroacetic acid (10.26 mmol) was added to a solution of 191 mg of {(1S,2S,4R)-4-(cyclohexylcarbamoyl)-1-[2,2-dimethyl-4-(2-methylphenyl)-5-oxopiperazin-1-ylmethyl]-2-hydroxypentyl}carbamic acid t-butyl ester obtained in Example (86a) (0.34 mmol) in methylene chloride (1.6 ml) at room temperature, and the mixture was stirred at the same temperature for 30 minutes. After concentration under reduced pressure, a saturated sodium bicarbonate aqueous solution was added to the reaction ... The product is C(\C=C\C(=O)O)(=O)O.C1(CCCCC1)NC([C@@H](C[C@@H]([C@H](CN1C(CN(C(C1)=O)C1=C(C=CC=C1)C)(C)C)N)O)C)=O.N[C@H]([C@H](C[C@H](C(=O)NC1CCCCC1)C)O)CN1C(CN(C(C1)=O)C1=C(C=CC=C1)C)(C)C ((2R,4S,5S)-5-Amino-6-[2,2-dimethyl-4-(2-methylphenyl)-5-oxopiperazin-1-yl]-4-hydroxy-2-methylhexanoic acid cyclohexylamide hemifumarate). Reaction conditions: time 30 minute. Starting materials: ClC1=CC=C(C=C1)C1=CC=C(C=C1)NC(\C=C\C1=CC=C(C=C1)CCl)=O ((E)-N-(4′-chlorobiphenyl-4-yl)-3-(4-chloromethylphenyl)acrylamide), COCCNC (2-methoxyethylmethylamine), C([O-])([O-])=O.[K+].[K+] (potassium carbonate). Solvent: CC(=O)C (acetone). Run at time 24 hour. Yields the product ClC1=CC=C(C=C1)C1=CC=C(C=C1)NC(\C=C\C1=CC=C(C=C1)CNC1CC1)=O ((E)-N-(4′-chlorobiphenyl-4-yl)-3-(4-cyclopropylaminomethylphenyl)acrylamide). Reaction SMILES: [Cl:1][C:2]1[CH:7]=[CH:6][C:5]([C:8]2[CH:13]=[CH:12][C:11]([NH:14][C:15](=[O:26])/[CH:16]=[CH:17]/[C:18]3[CH:23]=[CH:22][C:21]([CH2:24]Cl)=[CH:20][CH:19]=3)=[CH:10][CH:9]=2)=[CH:4][CH:3]=1.CO[CH2:29][CH2:30][NH:31]C.[C:33](=O)([O-])[O-].[K+].[K+]>CC(C)=O>[Cl:1][C:2]1[CH:7]=[CH:6][C:5]([C:8]2[CH:9]=[CH:10][C:11]([NH:14][C:15](=[O:26])/[CH:16]=[CH:17]/[C:18]3[CH:19]=[CH:20][C:21]([CH2:24][NH:31][CH:30]4[CH2:33][CH2:29]4)=[CH:22][CH:23]=3)=[CH:12][CH:13]=2)=[CH:4][CH:3]=1 |f:2.3.4|. Procedure: A reaction mixture of 100 mg (0.26 mmol) of (E)-N-(4′-chlorobiphenyl-4-yl)-3-(4-chloromethylphenyl)acrylamide, 70 mg (0.77 mmol) of 2-methoxyethylmethylamine, and 140 mg (1 mmol) of potassium carbonate in 10 mL of acetone is agitated for 24 hours at reflux temperature. The reaction mixture is evaporated down. The residue is purified by column chromatography on silica gel (eluant: dichloromethane/ethanol/ammonia (20/1/0.1)). Yield: 92 mg (81% of theory); melting point: 222° C.-223° C.; C26H27ClN2... The reactants are BrCCCCCBr, CCOC(C)=O, O=C1C=CC(=O)N1, CN(C)C=O. The product is O=C1C=C(CCCCCBr)C(=O)N1. As a reaction SMILES: [Br:8][CH2:9][CH2:10][CH2:11][CH2:12][CH2:13][Br:14].[CH3:15][CH2:16][O:17][C:18](=[O:19])[CH3:20].[O:1]=[C:2]1[NH:3][C:4](=[O:5])[CH:6]=[CH:7]1.[O:21]=[CH:22][N:23]([CH3:24])[CH3:25]>>[O:1]=[C:2]1[NH:3][C:4](=[O:5])[CH:6]=[C:7]1[CH2:13][CH2:12][CH2:11][CH2:10][CH2:9][Br:8]. The reactants are COC(COC1=C(C(=C(C=C1)C(C)=O)OCCCOC1=C(C(=C(C=C1Cl)C(C)=O)O)CCC)CCC)=O ([4-acetyl-3-[3-(4-acetyl-6-chloro-3-hydroxy-2-propylphenoxy)propoxy]-2-propylphenoxy]acetic acid methyl ester), [OH-].[Na+] (sodium hydroxide). Run in CO (methanol). Run at time 20 hour. The product is C(C)(=O)C1=C(C(=C(OCC(=O)O)C=C1)CCC)OCCCOC1=C(C(=C(C=C1Cl)C(C)=O)O)CCC ([4-acetyl-3-[3-(4-acetyl-6-chloro-3-hydroxy-2-propylphenoxy)propoxy]-2-propylphenoxy]acetic acid). The yield is 42.1%. RXN SMILES: C[O:2][C:3](=[O:37])[CH2:4][O:5][C:6]1[CH:11]=[CH:10][C:9]([C:12](=[O:14])[CH3:13])=[C:8]([O:15][CH2:16][CH2:17][CH2:18][O:19][C:20]2[C:25]([Cl:26])=[CH:24][C:23]([C:27](=[O:29])[CH3:28])=[C:22]([OH:30])[C:21]=2[CH2:31][CH2:32][CH3:33])[C:7]=1[CH2:34][CH2:35][CH3:36].[OH-].[Na+]>CO>[C:12]([C:9]1[CH:10]=[CH:11][C:6]([O:5][CH2:4][C:3]([OH:37])=[O:2])=[C:7]([CH2:34][CH2:35][CH3:36])[C:8]=1[O:15][CH2:16][CH2:17][CH2:18][O:19][C:20]1[C:25]([Cl:26])=[CH:24][C:23]([C:27](=[O:29])[CH3:28])=[C:22]([OH:30])[C:21]=1[CH2:31][CH2:32][CH3:33])(=[O:14])[CH3:13] |f:1.2|. Procedure: To a solution of 1.94 g (0.0036 mol) of [4-acetyl-3-[3-(4-acetyl-6-chloro-3-hydroxy-2-propylphenoxy)propoxy]-2-propylphenoxy]acetic acid methyl ester in 60 ml of methanol was added 60 ml of 1N sodium hydroxide (0.06 mol). The mixture was stirred at 25° for 20 hours. Most of the methanol was removed in vacuo and the aqueous solution was acidified to pH 4. The gummy precipitate was dissolved in ethyl acetate and washed with sodium chloride solution. The oil obtained on concentration of the ethyl a... Starting materials: Cl.COC([C@@H](N)C)=O (L-alanine methyl ester hydrochloride), C(C)(=O)N[C@@H](CC1=CC=CC=C1)C(=O)O (N-acetyl-L-phenylalanine), CN1CCOCC1 (N-methylmorpholine). Solvent: ClCCl (dichloromethane), C(Cl)Cl (CH2Cl2). Run at temperature -10 celsius, time 72 hour. The product is COC([C@@H](NC([C@@H](NC(C)=O)CC1=CC=CC=C1)=O)C)=O (N-acetyl-L-phenylalaninyl L-alanine methyl ester). The yield is 88.0%. RXN SMILES: Cl.[CH3:2][O:3][C:4](=[O:8])[C@H:5]([CH3:7])[NH2:6].[C:9]([NH:12][C@H:13]([C:21](O)=[O:22])[CH2:14][C:15]1[CH:20]=[CH:19][CH:18]=[CH:17][CH:16]=1)(=[O:11])[CH3:10].CN1CCOCC1>ClCCl>[CH3:2][O:3][C:4](=[O:8])[C@H:5]([CH3:7])[NH:6][C:21](=[O:22])[C@H:13]([CH2:14][C:15]1[CH:16]=[CH:17][CH:18]=[CH:19][CH:20]=1)[NH:12][C:9](=[O:11])[CH3:10] |f:0.1|. Reported procedure: 0.1 g of L-alanine methyl ester hydrochloride (0.7 mmol), 0.2 g of N-acetyl-L-phenylalanine (1 mmol) and 0.55 ml of N-methylmorpholine (5 mmol) are dissolved in 50 ml of dichloromethane and cooled to −10° C. 0.5 g of CPA from example 1 (50% in CH2Cl2; 0.8 mmol) is added slowly, and the mixture is stirred under cold conditions for 3 h and at room temperature for 72 h. The solution is concentrated by evaporation and extracted with ethyl acetate and 1N HCl solution, sat. NaHCO3, sat. NaCl and dist.... Reactants: C(C)OC(=O)C=1N(C=C(C1C1=CC=C(C=C1)F)C1=CC=C(C=C1)F)C(C)C (2-Ethoxycarbonyl-3,4-bis(4-fluorophenyl)-1-isopropylpyrrole), Cl (hydrochloric acid). Run in [OH-].[Na+] (sodium hydroxide), C(C)O (ethanol). The product is FC1=CC=C(C=C1)C1=C(N(C=C1C1=CC=C(C=C1)F)C(C)C)C(=O)O (3,4-Bis-(4-fluorophenyl)1-isopropyl-pyrrole-2-carboxylic acid). RXN SMILES: C([O:3][C:4]([C:6]1[N:7]([CH:25]([CH3:27])[CH3:26])[CH:8]=[C:9]([C:18]2[CH:23]=[CH:22][C:21]([F:24])=[CH:20][CH:19]=2)[C:10]=1[C:11]1[CH:16]=[CH:15][C:14]([F:17])=[CH:13][CH:12]=1)=[O:5])C.Cl>C(O)C.[OH-].[Na+]>[F:17][C:14]1[CH:13]=[CH:12][C:11]([C:10]2[C:9]([C:18]3[CH:23]=[CH:22][C:21]([F:24])=[CH:20][CH:19]=3)=[CH:8][N:7]([CH:25]([CH3:27])[CH3:26])[C:6]=2[C:4]([OH:5])=[O:3])=[CH:16][CH:15]=1 |f:3.4|. Reported procedure: 6.8 g (18.4 mol) of the compound from Example 3 are heated to reflux for 18 hours in 30 ml of ethanol and 3.4 ml of 6N sodium hydroxide solution. The mixture is then acidified using 1N hydrochloric acid and the deposited precipitate is filtered off with suction. The precipitate is dissolved again in ethyl acetate, extracted using 1N hydrochloric acid and saturated sodium chloride solution, dried over sodium sulphate and concentrated to dryness. Recrystallization from ether/petroleum ether yields... Starting materials: COC(C(=O)OC)C(=O)OC (Dimethyl methoxymalonate), C1(=CC=C(C=C1)S(=O)(=O)O)C (p-toluenesulfonic acid), C(CC)O (n-propyl alcohol). The product is COC(C(=O)OCCC)C(=O)OCCC (di-n-propyl methoxymalonate). Reaction SMILES: [CH3:1][O:2][CH:3]([C:8]([O:10][CH3:11])=[O:9])[C:4]([O:6][CH3:7])=[O:5].[C:12]1(C)C=CC(S(O)(=O)=O)=C[CH:13]=1.[CH2:23](O)[CH2:24]C>>[CH3:1][O:2][CH:3]([C:4]([O:6][CH2:7][CH2:23][CH3:24])=[O:5])[C:8]([O:10][CH2:11][CH2:12][CH3:13])=[O:9]. Procedure details: Dimethyl methoxymalonate (25.0 grams, 0.15 mole) and a large excess of n-propyl alcohol (250 millilaters) were reacted in the presence of p-toluenesulfonic acid (1.36 grams) catalyst, In a manner similar to that described in Example LIII Part A, to give 33.23 grams (0.15 mole) of di-n-propyl methoxymalonate. NMR analysis of the product indicated the following: